This data is from the Open Reaction Database (ORD), a public repository of structured organic reaction records. The task is: describe an organic reaction: reactants, conditions, products, and yield The reactants are C1=NC(=C2N1C1=CC=CC=C1N=C2)C(=O)OCC (ethyl imidazo[1,5-a]quinoxaline-3-carboxylate), C(C)(N)=NO (acetamide oxime), Compound 11. The product is CC1=NOC(=N1)C=1N=CN2C1C=NC1=CC=CC=C21 (3-(3-methyl-1,2,4-oxadiazol-5-yl)-imidazo[1,5-a]quinoxaline). Reaction SMILES: [CH:1]1[N:5]2[C:6]3[C:11]([N:12]=[CH:13][C:4]2=[C:3]([C:14]([O:16]CC)=O)[N:2]=1)=[CH:10][CH:9]=[CH:8][CH:7]=3.[C:19](=[N:22]O)([NH2:21])[CH3:20]>>[CH3:20][C:19]1[N:22]=[C:14]([C:3]2[N:2]=[CH:1][N:5]3[C:6]4[C:11](=[CH:10][CH:9]=[CH:8][CH:7]=4)[N:12]=[CH:13][C:4]=23)[O:16][N:21]=1. Procedure details: M.p. 269°-270° C., from ethyl imidazo[1,5-a]quinoxaline-3-carboxylate and acetamide oxime. (Compound 11) Reactants: C(C)(=O)NC1=C(C=CC=C1OC1=CC=CC=C1)CC(=O)OCC (ethyl 2-(2-acetamido-3-phenoxyphenyl)acetate), [OH-].[K+] (potassium hydroxide), CO (methanol), Cl (hydrochloric acid). Solvent: C([O-])(O)=O.[Na+] (sodium bicarbonate). Reaction conditions: time 4 hour. The product is C(C)(=O)NC1=C(C=CC=C1OC1=CC=CC=C1)CC(=O)O (2-(2-acetamido-3-phenoxyphenyl)acetic acid). Reaction SMILES: [C:1]([NH:4][C:5]1[C:10]([O:11][C:12]2[CH:17]=[CH:16][CH:15]=[CH:14][CH:13]=2)=[CH:9][CH:8]=[CH:7][C:6]=1[CH2:18][C:19]([O:21]CC)=[O:20])(=[O:3])[CH3:2].[OH-].[K+].CO.Cl>C(=O)(O)[O-].[Na+]>[C:1]([NH:4][C:5]1[C:10]([O:11][C:12]2[CH:13]=[CH:14][CH:15]=[CH:16][CH:17]=2)=[CH:9][CH:8]=[CH:7][C:6]=1[CH2:18][C:19]([OH:21])=[O:20])(=[O:3])[CH3:2] |f:1.2,5.6|. Procedure: A mixture of ethyl 2-(2-acetamido-3-phenoxyphenyl)acetate (3.65 g.), potassium hydroxide (1.3 g.) and methanol (50 ml.) was stirred for 4 hours at ambient temperature and then for an hour at 40° C. Methanol was distilled off from the reaction mixture under reduced pressure and the residue was dissolved in water. The solution was washed with diethyl ether, adjusted to pH 1.0 with 5% sulfuric acid and extracted with ethyl acetate. The extract was washed with water, dried over magnesium sulfate and... The reactants are CC=1C=C(C=CC1N1CCCC1)S(=O)(=O)Cl (3-Methyl-4-(pyrrolidin-1-yl)benzene-1-sulfonyl chloride), NC1=C(SC=C1)C(=O)OC (methyl 3-aminothiophene-2-carboxylate), N1=CC=CC=C1 (pyridine). Solvent: ClCCl (dichloromethane). Run at time 24 hour. Yields the product CC=1C=C(C=CC1N1CCCC1)S(=O)(=O)NC1=C(SC=C1)C(=O)OC (Methyl 3-(3-methyl-4-(pyrrolidin-1-yl)phenylsulfonamido)thiophene-2-carboxylate). Yield: 4.1%. RXN SMILES: [CH3:1][C:2]1[CH:3]=[C:4]([S:13](Cl)(=[O:15])=[O:14])[CH:5]=[CH:6][C:7]=1[N:8]1[CH2:12][CH2:11][CH2:10][CH2:9]1.[NH2:17][C:18]1[CH:22]=[CH:21][S:20][C:19]=1[C:23]([O:25][CH3:26])=[O:24].N1C=CC=CC=1>ClCCl>[CH3:1][C:2]1[CH:3]=[C:4]([S:13]([NH:17][C:18]2[CH:22]=[CH:21][S:20][C:19]=2[C:23]([O:25][CH3:26])=[O:24])(=[O:15])=[O:14])[CH:5]=[CH:6][C:7]=1[N:8]1[CH2:12][CH2:11][CH2:10][CH2:9]1. Procedure details: To a solution of 121(1.5 g; 5.5 mmol) in dichloromethane (14 mL) at room temperature, methyl 3-aminothiophene-2-carboxylate (0.86 g; 5.5 mmol) was added followed by pyridine (0.87 g; 11.0 mmol) and then stirred at room temperature under a nitrogen atmosphere for 24 hours. The reaction mixture was concentrated under reduced pressure and then taken up in ethyl acetate (20 mL) and extracted with water. The aqueous layer was separated and extracted with ethyl acetate (2×20 mL). The combined organic ... Reactants: CCO, CC(=O)C1CC1, O=Cc1ccc2c(c1)OCO2. Yields the product O=C(C=Cc1ccc2c(c1)OCO2)C1CC1. Reaction SMILES: [CH3:18][CH2:19][OH:20].[CH3:1][C:2](=[O:3])[CH:4]1[CH2:5][CH2:6]1.[CH:7](=[O:8])[c:9]1[cH:10][cH:11][c:12]2[c:16]([cH:17]1)[O:15][CH2:14][O:13]2>>[CH:1]([C:2](=[O:3])[CH:4]1[CH2:5][CH2:6]1)=[CH:7][c:9]1[cH:10][cH:11][c:12]2[c:16]([cH:17]1)[O:15][CH2:14][O:13]2. The reactants are C(C)(=O)O (acetic acid), [Sn] (Tin), C(C)(C)C1=C(C=CC(=C1)C(C)C)[N+](=O)[O-] (2,4-Diisopropyl-1-nitro-benzene), Cl (HCl). The solvent is CCOCC (ether). Conditions: temperature 100 celsius, time 8 hour. Product: C(C)(C)C1=C(C=CC(=C1)C(C)C)N (2,4-Diisopropyl-1-amino-benzene). As a reaction SMILES: [Sn].[CH:2]([C:5]1[CH:10]=[C:9]([CH:11]([CH3:13])[CH3:12])[CH:8]=[CH:7][C:6]=1[N+:14]([O-])=O)([CH3:4])[CH3:3].Cl.C(O)(=O)C>CCOCC>[CH:2]([C:5]1[CH:10]=[C:9]([CH:11]([CH3:13])[CH3:12])[CH:8]=[CH:7][C:6]=1[NH2:14])([CH3:4])[CH3:3] |^3:0|. Procedure: Mossey Tin (22 g, 184.5 mmol) was added to a solution of Intermediate 32 (25 g, 120 mmol), followed by conc. HCl (150 mL). After heating at 100° C. for 1 hour, acetic acid (50 mL) was added to the mixture and it was heated for another 30 minutes. After stirring at room temperature overnight, the reaction mixture was diluted with ether (500 mL), washed with water (50 mL) and transferred to a 500 mL beaker. Solid potassium carbonate was carefully added until all acids were quenched (˜80 g). The mi...